Dataset: the Open Reaction Database (ORD), a public repository of structured organic reaction records. Task: describe an organic reaction: reactants, conditions, products, and yield Starting materials: CCCCCC (hexane), [H][H] (Hydrogen), C(C)(C)N(CCC(C(=O)N)(C1=CC=CC=C1)CCN(C(C)C)C(C)C)C(C)C (α,α-bis[2-(diisopropylamino)ethyl]-α-phenylacetamide). Reagents/catalysts: [Ru](=O)=O (ruthenium dioxide). Run in C(Cl)Cl (methylene chloride), C(Cl)Cl (methylene chloride), C(C)O (ethanol). Run at temperature 125 celsius, time 24 hour. Yields the product C1(CCCCC1)C(C(=O)N)(CCN(C(C)C)C(C)C)CCN(C(C)C)C(C)C (α-(cyclohexyl)-α,α-bis[2-(diisopropylamino)ethyl]acetamide). RXN SMILES: [CH:1]([N:4]([CH:26]([CH3:28])[CH3:27])[CH2:5][CH2:6][C:7]([CH2:17][CH2:18][N:19]([CH:23]([CH3:25])[CH3:24])[CH:20]([CH3:22])[CH3:21])([C:11]1[CH:16]=[CH:15][CH:14]=[CH:13][CH:12]=1)[C:8]([NH2:10])=[O:9])([CH3:3])[CH3:2].[H][H].CCCCCC>C(O)C.C(Cl)Cl.[Ru](=O)=O>[CH:11]1([C:7]([CH2:6][CH2:5][N:4]([CH:1]([CH3:3])[CH3:2])[CH:26]([CH3:28])[CH3:27])([CH2:17][CH2:18][N:19]([CH:20]([CH3:22])[CH3:21])[CH:23]([CH3:24])[CH3:25])[C:8]([NH2:10])=[O:9])[CH2:12][CH2:13][CH2:14][CH2:15][CH2:16]1. Procedure details: 10 Parts of α,α-bis[2-(diisopropylamino)ethyl]-α-phenylacetamide is dissolved in 130 parts by volume of ethanol and the solution placed in pressure shaker with 1 part of ruthenium dioxide. Hydrogen is introduced at 1000 psi and the reaction mixture heated at about 125° C. and shaken for about 24 hours. Then, the reaction mixture is cooled to room temperature and filtered. The filtrate is stripped of solvent to give an oil. This oil is dissolved in methylene chloride, then hexane added to the sol... The reactants are C(C)OC(=O)C1(OC2=C(O1)C=CC(=C2)C[C@@H](C)N(C(=O)OCC(Cl)(Cl)Cl)C[C@H](O)C2=CC(=CC=C2)Cl)C(=O)OCC ((R,R)-5-{2-[[2-(3-chloro-phenyl)-2-hydroxy-ethyl]-(2,2,2-trichloro-ethoxycarbonyl)-amino]-propyl}-benzo[1,3]dioxole-2,2-dicarboxylic acid diethyl ester), CC1=NC(=CC=C1)C (2,6-lutidene), [Si](C)(C)(C(C)(C)C)OS(=O)(=O)C(F)(F)F (TBSOTf). Solvent: C(Cl)Cl (CH2Cl2). Run at temperature -78 celsius, time 1.5 hour. Yields the product C(C)OC(=O)C1(OC2=C(O1)C=CC(=C2)C[C@@H](C)N(C(=O)OCC(Cl)(Cl)Cl)C[C@@H](C2=CC(=CC=C2)Cl)O[Si](C)(C)C(C)(C)C)C(=O)OCC (5-{(2R)-2-[[(2R)-2-(tert-Butyl-dimethyl-siloxy)-2-(3-chloro-phenyl)-ethyl]-(2,2,2-trichloro-ethoxycarbonyl)-amino]-propyl}-benzo[1,3]dioxole-2,2-dicarboxylic acid diethyl ester). Yield: 82.0%. Reaction SMILES: [CH2:1]([O:3][C:4]([C:6]1([C:37]([O:39][CH2:40][CH3:41])=[O:38])[O:10][C:9]2[CH:11]=[CH:12][C:13]([CH2:15][C@H:16]([N:18]([CH2:27][C@@H:28]([C:30]3[CH:35]=[CH:34][CH:33]=[C:32]([Cl:36])[CH:31]=3)[OH:29])[C:19]([O:21][CH2:22][C:23]([Cl:26])([Cl:25])[Cl:24])=[O:20])[CH3:17])=[CH:14][C:8]=2[O:7]1)=[O:5])[CH3:2].CC1C=CC=C(C)N=1.[Si:50](OS(C(F)(F)F)(=O)=O)([C:53]([CH3:56])([CH3:55])[CH3:54])([CH3:52])[CH3:51]>C(Cl)Cl>[CH2:40]([O:39][C:37]([C:6]1([C:4]([O:3][CH2:1][CH3:2])=[O:5])[O:10][C:9]2[CH:11]=[CH:12][C:13]([CH2:15][C@H:16]([N:18]([CH2:27][C@H:28]([O:29][Si:50]([C:53]([CH3:56])([CH3:55])[CH3:54])([CH3:52])[CH3:51])[C:30]3[CH:35]=[CH:34][CH:33]=[C:32]([Cl:36])[CH:31]=3)[C:19]([O:21][CH2:22][C:23]([Cl:25])([Cl:24])[Cl:26])=[O:20])[CH3:17])=[CH:14][C:8]=2[O:7]1)=[O:38])[CH3:41]. Procedure: To a -78° C. solution of 3.75 g (5.47 mmol) (R,R)-5-{2-[[2-(3-chloro-phenyl)-2-hydroxy-ethyl]-(2,2,2-trichloro-ethoxycarbonyl)-amino]-propyl}-benzo[1,3]dioxole-2,2-dicarboxylic acid diethyl ester and 60 mL of CH2Cl2 was added 1.27 mL (1.17 g, 10.94 mmol) of 2,6-lutidene followed by 1.38 mL (1.59 g, 6.03 mmol) of TBSOTf. After stirring at -78° C. for 1.5 h, the reaction mixture was quenched with 50 mL sat. aq. NaHCO3 and warmed to room temperature. After extraction with 3×150 mL Et2O, the combine... Reactants: C (charcoal), OC(C(=O)OC(C)C)C(CC(C)C)NC(C(CCCCNC(=O)OCC1=CC=CC=C1)NC(C(CC1=CC=CC2=CC=CC=C12)CC1=CC=CC2=CC=CC=C12)=O)=O (2-hydroxy-5-methyl-3-[[2-[[3-(1-naphthalenyl)-2-(1-naphthalenylmethyl)-1-oxopropyl]amino]-1-oxo-6-[[(phenylmethoxy)carbonyl]amino]hexyl]amino]hexanoic acid, 1-methylethyl ester), [H][H] (hydrogen). The solvent is C(C)O (ethanol). Product: NCCCCC(C(=O)NC(C(C(=O)OC(C)C)O)CC(C)C)NC(C(CC1=CC=CC2=CC=CC=C12)CC1=CC=CC2=CC=CC=C12)=O (3-[[6-amino-2-[[3-(1-naphthalenyl)-2-(1-naphthalenylmethyl)-1-oxopropyl]amino]-1-oxohexyl]amino]-2-hydroxy-5-methylhexanoic acid, 1-methylethyl ester). RXN SMILES: [OH:1][CH:2]([CH:9]([NH:14][C:15](=[O:58])[CH:16]([NH:32][C:33](=[O:57])[CH:34]([CH2:46][C:47]1[C:56]2[C:51](=[CH:52][CH:53]=[CH:54][CH:55]=2)[CH:50]=[CH:49][CH:48]=1)[CH2:35][C:36]1[C:45]2[C:40](=[CH:41][CH:42]=[CH:43][CH:44]=2)[CH:39]=[CH:38][CH:37]=1)[CH2:17][CH2:18][CH2:19][CH2:20][NH:21]C(OCC1C=CC=CC=1)=O)[CH2:10][CH:11]([CH3:13])[CH3:12])[C:3]([O:5][CH:6]([CH3:8])[CH3:7])=[O:4].C.[H][H]>C(O)C>[NH2:21][CH2:20][CH2:19][CH2:18][CH2:17][CH:16]([NH:32][C:33](=[O:57])[CH:34]([CH2:35][C:36]1[C:45]2[C:40](=[CH:41][CH:42]=[CH:43][CH:44]=2)[CH:39]=[CH:38][CH:37]=1)[CH2:46][C:47]1[C:56]2[C:51](=[CH:52][CH:53]=[CH:54][CH:55]=2)[CH:50]=[CH:49][CH:48]=1)[C:15]([NH:14][CH:9]([CH2:10][CH:11]([CH3:13])[CH3:12])[CH:2]([OH:1])[C:3]([O:5][CH:6]([CH3:7])[CH3:8])=[O:4])=[O:58]. Procedure details: [2R-[2R*,3S*(S*)]-2-hydroxy-5-methyl-3-[[2-[[3-(1-naphthalenyl)-2-(1-naphthalenylmethyl)-1-oxopropyl]amino]-1-oxo-6-[[(phenylmethoxy)carbonyl]amino]hexyl]amino]hexanoic acid, 1-methylethyl ester, 3.97 g (5.0 mmol), is dissolved in 250 ml of absolute ethanol, 0.5 g of 20% palladiun charcoal is added, and the mixture exposed to hydrogen gas for 18 hours. After complete uptake of hydrogen the mixture is filtered and concentrated to afford 3.44 g of the title compound. The reactants are 307.5g, C(C1=CN=CC=C1)(=O)O (nicotinic acid), N[C@@H](CCCNC(N)=N)C(=O)O (arginine). Solvent: CO (methanol), O (water). Yields the product C(C1=CN=CC=C1)(=O)O.N[C@@H](CCCNC(N)=N)C(=O)O (Arginine Nicotinate). RXN SMILES: [C:1]([OH:9])(=[O:8])[C:2]1[CH:7]=[CH:6][CH:5]=[N:4][CH:3]=1.[NH2:10][C@H:11]([C:19]([OH:21])=[O:20])[CH2:12][CH2:13][CH2:14][NH:15][C:16](=[NH:18])[NH2:17]>CO.O>[C:1]([OH:9])(=[O:8])[C:2]1[CH:7]=[CH:6][CH:5]=[N:4][CH:3]=1.[NH2:10][C@H:11]([C:19]([OH:21])=[O:20])[CH2:12][CH2:13][CH2:14][NH:15][C:16](=[NH:17])[NH2:18] |f:4.5|. Procedure details: 307.5g (2.5 mol) of nicotinic acid in 400 ml aqueous methanol are added to a suspension of 435 g (2.5 mol) of arginine base in 400 ml water. The resulting mixture is heated for one hour to form a solution which is concentrated in vacuo. The resulting yellow, oil residue is recrystallized from 1.5 l ethylacetate. The crystals are collected and then resuspended in diethylether. Thereafter, the crystals are recollected, washed with diethylether and dried in vacuo at 50 degrees C. Consequently, 450 ... The reactants are CCCCCC(C=C(Br)Br)c1ccc2c(c1)N(C(=O)OC(C)(C)C)CCC2(C)C, C1CCOC1, [Li]CCCC. Reaction SMILES: [C:1]([CH3:2])([CH3:3])([CH3:4])[O:5][C:6](=[O:7])[N:8]1[CH2:9][CH2:10][C:11]([CH3:28])([CH3:29])[c:12]2[cH:13][cH:14][c:15]([CH:18]([CH:19]=[C:20]([Br:21])[Br:22])[CH2:23][CH2:24][CH2:25][CH2:26][CH3:27])[cH:16][c:17]21.[CH2:35]1[O:36][CH2:37][CH2:38][CH2:39]1.[Li:30][CH2:31][CH2:32][CH2:33][CH3:34]>>[C:1]([CH3:2])([CH3:3])([CH3:4])[O:5][C:6](=[O:7])[N:8]1[CH2:9][CH2:10][C:11]([CH3:28])([CH3:29])[c:12]2[cH:13][cH:14][c:15]([CH:18]([C:19]#[CH:20])[CH2:23][CH2:24][CH2:25][CH2:26][CH3:27])[cH:16][c:17]21. The product is C#CC(CCCCC)c1ccc2c(c1)N(C(=O)OC(C)(C)C)CCC2(C)C. As a reaction SMILES: [NH:16]1[CH2:17][CH:18]([NH:20][C:21](=[O:22])[CH2:23][NH:24][C:25]([c:26]2[cH:27][c:28]([C:32]([F:33])([F:34])[F:35])[cH:29][cH:30][cH:31]2)=[O:36])[CH2:19]1.[OH:1][C:2]1([c:9]2[cH:10][cH:11][c:12]([OH:15])[cH:13][cH:14]2)[CH2:3][CH2:4][C:5](=[O:8])[CH2:6][CH2:7]1>>[OH:1][C:2]1([c:9]2[cH:10][cH:11][c:12]([OH:15])[cH:13][cH:14]2)[CH2:3][CH2:4][CH:5]([N:16]2[CH2:17][CH:18]([NH:20][C:21](=[O:22])[CH2:23][NH:24][C:25]([c:26]3[cH:27][c:28]([C:32]([F:33])([F:34])[F:35])[cH:29][cH:30][cH:31]3)=[O:36])[CH2:19]2)[CH2:6][CH2:7]1. The product is O=C(CNC(=O)c1cccc(C(F)(F)F)c1)NC1CN(C2CCC(O)(c3ccc(O)cc3)CC2)C1. The reactants are O=C(CNC(=O)c1cccc(C(F)(F)F)c1)NC1CNC1, O=C1CCC(O)(c2ccc(O)cc2)CC1. The reactants are CC(=O)O, Cc1nc2c3cccc(Cl)c3ccn2c1N=O, O, [Zn]. The product is Cc1nc2c3cccc(Cl)c3ccn2c1N. RXN SMILES: [CH3:18][C:19](=[O:20])[OH:21].[Cl:1][c:2]1[c:3]2[cH:4][cH:5][n:6]3[c:7]([c:8]2[cH:9][cH:10][cH:11]1)[n:12][c:13]([CH3:17])[c:14]3[N:15]=[O:16].[OH2:22].[Zn:23]>>[Cl:1][c:2]1[c:3]2[cH:4][cH:5][n:6]3[c:7]([c:8]2[cH:9][cH:10][cH:11]1)[n:12][c:13]([CH3:17])[c:14]3[NH2:15]. RXN SMILES: [CH2:50]1[O:51][CH2:52][CH2:53][CH2:54]1.[CH3:56][CH2:57][O:58][C:59]([CH3:60])=[O:61].[Cl:20][c:21]1[c:22]2[c:23]([n:24][cH:25][n:26]1)[n:27](-[c:30]1[n:31][cH:32][cH:33][n:34][c:35]1[CH3:36])[n:28][cH:29]2.[H-:1].[Na+:2].[OH2:55].[OH:37][C:38]([CH2:39][C:40]([C:41](=[O:42])[OH:43])([CH2:44][C:45](=[O:46])[OH:47])[OH:48])=[O:49].[OH:3][CH:4]([C:5](=[O:6])[NH:7][c:8]1[n:9][cH:10][c:11]([CH3:14])[n:12][cH:13]1)[CH2:15][O:16][CH:17]([CH3:18])[CH3:19]>>[O:3]([CH:4]([C:5](=[O:6])[NH:7][c:8]1[n:9][cH:10][c:11]([CH3:14])[n:12][cH:13]1)[CH2:15][O:16][CH:17]([CH3:18])[CH3:19])[c:21]1[c:22]2[c:23]([n:24][cH:25][n:26]1)[n:27](-[c:30]1[n:31][cH:32][cH:33][n:34][c:35]1[CH3:36])[n:28][cH:29]2. Reactants: C1CCOC1, CCOC(C)=O, Cc1nccnc1-n1ncc2c(Cl)ncnc21, [H-], [Na+], O, O=C(O)CC(O)(CC(=O)O)C(=O)O, Cc1cnc(NC(=O)C(O)COC(C)C)cn1. Yields the product Cc1cnc(NC(=O)C(COC(C)C)Oc2ncnc3c2cnn3-c2nccnc2C)cn1.